This data is from the Open Reaction Database (ORD), a public repository of structured organic reaction records. The task is: describe an organic reaction: reactants, conditions, products, and yield Starting materials: N (Ammonia), C1(CC1)(C(=O)OC)C(=O)OC (dimethyl cyclopropanedicarboxylate), N (NH3). Run in CO (methanol). Conditions: temperature 8 celsius, time 10 hour. Product: NC(=O)C1(CC1)C(=O)OC (Methyl 1-aminocarbonylcyclopropanecarboxylate). Reaction SMILES: [NH3:1].[C:2]1([C:9]([O:11][CH3:12])=[O:10])([C:5](OC)=[O:6])[CH2:4][CH2:3]1>CO>[NH2:1][C:5]([C:2]1([C:9]([O:11][CH3:12])=[O:10])[CH2:4][CH2:3]1)=[O:6]. Reported procedure: Ammonia (20 l/h) is passed at 20° C. into a solution of 1,106 g (7 mol) of dimethyl cyclopropanedicarboxylate in 700 ml of methanol, with stirring. After approximately 10 hours, addition of NH3 is stopped, and the reaction mixture is cooled to 8° C. The solid formed is filtered off with suction, then washed using 200 g of cold methanol. After drying the product, 926.2 g (92.5%) of methyl 1-aminocarbonylcyclopropanecarboxylate are obtained (m.p.: 157° C.). The reactants are FC1=C(C=C(C=C1)F)C1CC(C=2C(=CC=NC2C1)C)=O (7-(2,5-difluorophenyl)-4-methyl-5,6,7,8-tetrahydroquinolin-5-one), O (water), C(=N)(N)NN.Cl (aminoguanidine hydrochloride), Cl (hydrochloric acid). Run in C(C)O (ethanol). The product is Cl.FC1=C(C=C(C=C1)F)C1CC(C=2C(=CC=NC2C1)C)=NNC(=N)N (7-(2,5-difluorophenyl)-5-guanidinoimino-4-methyl-5,6,7,8-tetrahydroquinoline hydrochloride). Yield: 99.6%. As a reaction SMILES: [F:1][C:2]1[CH:7]=[CH:6][C:5]([F:8])=[CH:4][C:3]=1[CH:9]1[CH2:18][C:17]2[N:16]=[CH:15][CH:14]=[C:13]([CH3:19])[C:12]=2[C:11](=O)[CH2:10]1.[C:21]([NH:24][NH2:25])([NH2:23])=[NH:22].[ClH:26].Cl.O>C(O)C>[ClH:26].[F:1][C:2]1[CH:7]=[CH:6][C:5]([F:8])=[CH:4][C:3]=1[CH:9]1[CH2:18][C:17]2[N:16]=[CH:15][CH:14]=[C:13]([CH3:19])[C:12]=2[C:11](=[N:25][NH:24][C:21]([NH2:23])=[NH:22])[CH2:10]1 |f:1.2,6.7|. Reported procedure: A solution of 7-(2,5-difluorophenyl)-4-methyl-5,6,7,8-tetrahydroquinolin-5-one (1.2 g) and aminoguanidine hydrochloride (0.58 g) in ethanol (30 ml) was combined with concentrated hydrochloric acid (1.1 ml) and water (1.1 ml), and the mixture was heated under reflux for 14 hours. The solvent was distilled off under reduced pressure, and the resultant crystal was recrystallized from ethanol to obtain 7-(2,5-difluorophenyl)-5-guanidinoimino-4-methyl-5,6,7,8-tetrahydroquinoline hydrochloride (Compou...